This data is from the Open Reaction Database (ORD), a public repository of structured organic reaction records. The task is: describe an organic reaction: reactants, conditions, products, and yield Starting materials: FC=1C=C2C(CCOC2=CC1)O (6-Fluorochroman-4-ol), C1(=CC=C(C=C1)S(=O)(=O)O)C (toluene-4-sulphonic acid), O (water). The solvent is C1(=CC=CC=C1)C (toluene). Yields the product FC=1C=C2C=CCOC2=CC1 (6-fluoro-2H-chromene). Isolated yield 58.3%. RXN SMILES: [F:1][C:2]1[CH:3]=[C:4]2[C:9](=[CH:10][CH:11]=1)[O:8][CH2:7][CH2:6][CH:5]2O.C1(C)C=CC(S(O)(=O)=O)=CC=1.O>C1(C)C=CC=CC=1>[F:1][C:2]1[CH:3]=[C:4]2[C:9](=[CH:10][CH:11]=1)[O:8][CH2:7][CH:6]=[CH:5]2. Procedure details: 6-Fluorochroman-4-ol (8 g, 48 mmol) and toluene-4-sulphonic acid (1 g) were dissolved in toluene and refluxed over-night with subsequent water removal. The mixture was then cooled and washed with NaHCO3 (aq) and purified by chromatography (silica gel, n-hexane) to give 4.2 g (52%) of pure 6-fluoro-2H-chromene. The reactants are O.[OH-].[Li+] (Lithium hydroxide monohydrate), C(CCCCC)(=O)NC=1C=CC2=C(N(CCO2)CC=2C=C(C(=O)OC)C=CC2)C1 (methyl 3-(6-hexanamido-2,3-dihydrobenz-1,4-oxazin-4-ylmethyl)benzoate), CO (methanol), ester, O1CCCC1 (tetrahydrofuran). The solvent is C(C)(=O)O (acetic acid), O (water), C1(=CC=CC=C1)C (toluene), O (water), C(C)(=O)OCC (ethyl acetate). The product is NC=1C=CC2=C(N(CCO2)CC=2C=C(C(=O)OC)C=CC2)C1 (methyl 3-(6-amino-2,3-dihydrobenz-1,4-oxazin-4-ylmethyl)benzoate). The yield is 58.5%. RXN SMILES: O.[OH-].[Li+].C([NH:11][C:12]1[CH:13]=[CH:14][C:15]2[O:20][CH2:19][CH2:18][N:17]([CH2:21][C:22]3[CH:23]=[C:24]([CH:29]=[CH:30][CH:31]=3)[C:25]([O:27][CH3:28])=[O:26])[C:16]=2[CH:32]=1)(=O)CCCCC.CO.O1CCCC1>O.C(O)(=O)C.C(OCC)(=O)C.C1(C)C=CC=CC=1>[NH2:11][C:12]1[CH:13]=[CH:14][C:15]2[O:20][CH2:19][CH2:18][N:17]([CH2:21][C:22]3[CH:23]=[C:24]([CH:29]=[CH:30][CH:31]=3)[C:25]([O:27][CH3:28])=[O:26])[C:16]=2[CH:32]=1 |f:0.1.2|. Reported procedure: Lithium hydroxide monohydrate (0.2 g.) in water (5 ml.) was added to a stirred solution of methyl 3-(6-hexanamido-2,3-dihydrobenz-1,4-oxazin-4-ylmethyl)benzoate (ca. 400 mg.) in 1:1 v/v methanol: tetrahydrofuran (10 ml.). When TLC (solvent system 80:20:2 v/v/v toluene:ethyl acetate:acetic acid) indicated complete disappearance of ester, the mixture was diluted with water, filtered to remove any solids, and carefully acidified with 1N hydrochloric acid. The precipitate was isolated by filtration ... The reactants are [NH4+] (ammonium), C1(=CC(=CC=C1)N)N (m-phenylenediamine), C(CC(=O)C)(=O)OCC (ethyl acetoacetate), crystals, P(=O)(Cl)(Cl)Cl (phosphorus oxychloride). Reaction conditions: time 1 hour. Yields the product NC1=CC=C2C(=CC(=NC2=C1)Cl)C (7-Amino-2-chloro-4-methylquinoline). RXN SMILES: [C:1]1([NH2:8])[CH:6]=[CH:5][CH:4]=[C:3]([NH2:7])[CH:2]=1.[C:9](OCC)(=O)[CH2:10][C:11]([CH3:13])=O.P(Cl)(Cl)([Cl:20])=O.[NH4+]>>[NH2:7][C:3]1[CH:2]=[C:1]2[C:6]([C:11]([CH3:13])=[CH:10][C:9]([Cl:20])=[N:8]2)=[CH:5][CH:4]=1. Reported procedure: To 27 g (251 mmol) of m-phenylenediamine was added 32 ml (251 mmol) of ethyl acetoacetate, followed by stirring at 200 degrees for 1 hour. After standing to cool, the crystals were washed with hexane. To 9.5 g (54 mmol) of the crystals was added 15 ml of phosphorus oxychloride, followed by heating under reflux for 2 hours. After standing to cool, the reaction mixture was poured onto ice-water and basified with a saturated ammonium aqueous solution. The resulting crystals were collected by filtra...